This data is from the Open Reaction Database (ORD), a public repository of structured organic reaction records. The task is: describe an organic reaction: reactants, conditions, products, and yield RXN SMILES: [CH2:68]1[O:69][CH2:70][CH2:71][O:72][CH2:73]1.[CH3:52][O:53][c:54]1[cH:55][cH:56][cH:57][cH:58][cH:59]1.[CH3:61][c:62]1[cH:63][cH:64][cH:65][cH:66][cH:67]1.[ClH:51].[NH2:1][c:2]1[n:3][c:4](-[c:28]2[c:29]([O:34][CH2:35][c:36]3[cH:37][cH:38][c:39]([O:40][CH3:41])[cH:42][cH:43]3)[cH:30][cH:31][cH:32][cH:33]2)[cH:5][c:6](-[c:10]2[cH:11][cH:12][c:13]([N:25]([CH3:26])[CH3:27])[c:14]([NH:16][C:17]([CH2:18][NH:19][CH2:20][CH:21]3[CH2:22][CH2:23]3)=[O:24])[cH:15]2)[c:7]1[C:8]#[N:9].[OH2:60].[OH:44][C:45]([C:46]([F:47])([F:48])[F:49])=[O:50]>>[ClH:51].[NH2:1][c:2]1[n:3][c:4](-[c:28]2[c:29]([OH:34])[cH:30][cH:31][cH:32][cH:33]2)[cH:5][c:6](-[c:10]2[cH:11][cH:12][c:13]([N:25]([CH3:26])[CH3:27])[c:14]([NH:16][C:17]([CH2:18][NH:19][CH2:20][CH:21]3[CH2:22][CH2:23]3)=[O:24])[cH:15]2)[c:7]1[C:8]#[N:9]. Yields the product Cl, CN(C)c1ccc(-c2cc(-c3ccccc3O)nc(N)c2C#N)cc1NC(=O)CNCC1CC1. The reactants are C1COCCO1, COc1ccccc1, Cc1ccccc1, Cl, COc1ccc(COc2ccccc2-c2cc(-c3ccc(N(C)C)c(NC(=O)CNCC4CC4)c3)c(C#N)c(N)n2)cc1, O, O=C(O)C(F)(F)F. Starting materials: ClCC(=O)Cl (Chloroacetyl chloride), C([O-])([O-])=O.[K+].[K+] (potassium carbonate), [N+](=O)([O-])C1=CC=C(N)C=C1 (4-nitroaniline). Solvent: CN(C)C=O (DMF). Reaction conditions: time 8 hour. Yields the product ClCC(=O)NC1=CC=C(C=C1)[N+](=O)[O-] (2-Chloro-N-(4-nitrophenyl)acetamide). RXN SMILES: [Cl:1][CH2:2][C:3](Cl)=[O:4].C(=O)([O-])[O-].[K+].[K+].[N+:12]([C:15]1[CH:21]=[CH:20][C:18]([NH2:19])=[CH:17][CH:16]=1)([O-:14])=[O:13]>CN(C=O)C>[Cl:1][CH2:2][C:3]([NH:19][C:18]1[CH:20]=[CH:21][C:15]([N+:12]([O-:14])=[O:13])=[CH:16][CH:17]=1)=[O:4] |f:1.2.3|. Procedure: Chloroacetyl chloride (11 ml) was added dropwise to a stirred mixture of potassium carbonate (18.8 g) and 4-nitroaniline (15 g) in DMF (100 ml) maintained at 0°. The mixture was then allowed to stand overnight at room temperature and poured into crushed ice. A yellow solid was recovered and crystallised from toluene containing isopropyl alcohol (10%) to give the title compound (10 g), MP: 180°. The reactants are CC(C)(C)OC(=O)N1CCOC(c2ccc(Br)c(Cl)c2)C1, N=C(c1ccccc1)c1ccccc1, CC(C)(C)[O-], Cc1ccccc1, [Na+]. The product is CC(C)(C)OC(=O)N1CCOC(c2ccc(N=C(c3ccccc3)c3ccccc3)c(Cl)c2)C1. Reaction SMILES: [Br:1][c:2]1[c:3]([Cl:21])[cH:4][c:5]([CH:8]2[O:9][CH2:10][CH2:11][N:12]([C:14](=[O:15])[O:16][C:17]([CH3:18])([CH3:19])[CH3:20])[CH2:13]2)[cH:6][cH:7]1.[C:22]([c:23]1[cH:24][cH:25][cH:26][cH:27][cH:28]1)([c:29]1[cH:30][cH:31][cH:32][cH:33][cH:34]1)=[NH:35].[CH3:36][C:37]([CH3:38])([O-:39])[CH3:40].[CH3:42][c:43]1[cH:44][cH:45][cH:46][cH:47][cH:48]1.[Na+:41]>>[c:2]1([N:35]=[C:22]([c:23]2[cH:24][cH:25][cH:26][cH:27][cH:28]2)[c:29]2[cH:30][cH:31][cH:32][cH:33][cH:34]2)[c:3]([Cl:21])[cH:4][c:5]([CH:8]2[O:9][CH2:10][CH2:11][N:12]([C:14](=[O:15])[O:16][C:17]([CH3:18])([CH3:19])[CH3:20])[CH2:13]2)[cH:6][cH:7]1.